This data is from the Open Reaction Database (ORD), a public repository of structured organic reaction records. The task is: describe an organic reaction: reactants, conditions, products, and yield Starting materials: C(C1=C(C=CC=C1)SSC1=C(C(=O)Cl)C=CC=C1)(=O)Cl (2,2'-dithiobisbenzoyl chloride), IC=1C=C(N)C=CC1 (3-iodoaniline). Solvent: ClCCl (dichloromethane), N1=CC=CC=C1 (pyridine). Product: ethyl acetate-ether, IC=1C=C(C=CC1)NC(C1=C(C=CC=C1)SSC1=C(C(=O)NC2=CC(=CC=C2)I)C=CC=C1)=O (2,2'-Dithiobis[N-(3-iodophenyl)benzamide]). Yield: 7.3%. Reaction SMILES: [C:1](Cl)(=[O:19])[C:2]1[CH:7]=[CH:6][CH:5]=[CH:4][C:3]=1[S:8][S:9][C:10]1[CH:18]=[CH:17][CH:16]=[CH:15][C:11]=1[C:12](Cl)=[O:13].[I:21][C:22]1[CH:23]=[C:24]([CH:26]=[CH:27][CH:28]=1)[NH2:25]>ClCCl.N1C=CC=CC=1>[I:21][C:22]1[CH:23]=[C:24]([NH:25][C:1](=[O:19])[C:2]2[CH:7]=[CH:6][CH:5]=[CH:4][C:3]=2[S:8][S:9][C:10]2[CH:18]=[CH:17][CH:16]=[CH:15][C:11]=2[C:12]([NH:25][C:24]2[CH:26]=[CH:27][CH:28]=[C:22]([I:21])[CH:23]=2)=[O:13])[CH:26]=[CH:27][CH:28]=1. Procedure: This compound was prepared according to the general method of Example 77 using 2,2'-dithiobisbenzoyl chloride (3.00 g, 8.74 mmol) in 75 mL of dichloromethane and 3-iodoaniline (3.82 g, 17.5 mmol) in 17 mL of pyridine. The crude product was triturated with hot ethanol, filtered, and recrystallized first from water-DMF, then from ethyl acetate-ether to yield 0.45 g of the title compound, mp 184°-186° C. (dec.). The reactants are C(CC(=O)OC)(=O)OC (dimethyl malonate), N1CCCCC1 (piperidine), CNC1=C(C=O)C=CC=N1 (2-(methylamino)nicotinaldehyde). The solvent is CO (methanol). Run at temperature 80 celsius, time 7 hour. The product is CN1C(C(=CC2=CC=CN=C12)C(=O)OC)=O (methyl 1-methyl-2-oxo-1,2-dihydro-1,8-naphthyridine-3-carboxylate). The yield is 83.2%. Reaction SMILES: [CH3:1][NH:2][C:3]1[N:10]=[CH:9][CH:8]=[CH:7][C:4]=1[CH:5]=O.[C:11](OC)(=[O:17])[CH2:12][C:13]([O:15][CH3:16])=[O:14].N1CCCCC1>CO>[CH3:1][N:2]1[C:3]2[C:4](=[CH:7][CH:8]=[CH:9][N:10]=2)[CH:5]=[C:12]([C:13]([O:15][CH3:16])=[O:14])[C:11]1=[O:17]. Procedure: 8.66 g (64.5 mmol) of 2-(methylamino)nicotinaldehyde was dissolved in methanol (100 mL), and 12.68 g (96.0 mmol) of dimethyl malonate and 2.18 g (25.6 mmol) of piperidine were added to the solution. The resulting mixture was stirred for 7 hours at 80° C. The mixture was cooled, and a solid precipitated therefrom was separated by filtration. The solid was washed with diisopropyl ether, and thus 11.71 g (yield: 84%) of the title compound was obtained as a pale yellow solid.